From a dataset of the Open Reaction Database (ORD), a public repository of structured organic reaction records. describe an organic reaction: reactants, conditions, products, and yield Reactants: BrC=1C(C(CC1)(C)C)=O (2-bromo-5,5-dimethylcyclopent-2-enone), C(C)(=O)O (acetic acid), [C-]#N.[K+] (potassium cyanide). Run in CO (methanol). Run at temperature 27.5 celsius, time 4.5 hour. Yields the product CC1(C(C=C(C1)C#N)=O)C (4,4-dimethyl-3-oxocyclopent-1-enecarbonitrile). RXN SMILES: Br[C:2]1[C:3](=[O:9])[C:4]([CH3:8])([CH3:7])[CH2:5][CH:6]=1.C(O)(=O)C.[C-:14]#[N:15].[K+]>CO>[CH3:7][C:4]1([CH3:8])[CH2:5][C:6]([C:14]#[N:15])=[CH:2][C:3]1=[O:9] |f:2.3|. Procedure details: To a stirred solution of 2-bromo-5,5-dimethylcyclopent-2-enone (prepared according to procedure reported in Organic Letters 2002, 4, 71-74, 17 g, 90 mmol) in methanol (200 ml) was added acetic acid, (5.15 ml, 90 mmol) at 25-30° C. Solid potassium cyanide (11.71 g, 180 mmol) was added and continued stirring the reaction mass for 4-5 h at 25-30° C. The progress of reaction was monitored by TLC. After completion of reaction, filtered the reaction mass through cotton filter and then filtrate was con... Reactants: C(C)(=O)O[BH-](OC(C)=O)OC(C)=O.[Na+] (Sodium triacetoxy borohydride), O=C1CC2=CN(N=C2CC1)C(=O)OCC1=CC=CC=C1 (benzyl 5-oxo-4,5,6,7-tetrahydro-2H-indazole-2-carboxylate), C([O-])(O)=O (bicarbonate), ClCCCl (1,2-dichloroethane), C1(CC1)N (cyclopropylamine). Solvent: C(C)(=O)O (acetic acid), O (Water). Conditions: time 18 hour. Product: Cl.C1(CC1)NC1CC2=CN(N=C2CC1)C(=O)OCC1=CC=CC=C1 (benzyl 5-(cyclopropylamino)-4,5,6,7-tetrahydro-2H-indazole-2-carboxylate monohydrochloride). Reaction SMILES: C(O[BH-](OC(=O)C)OC(=O)C)(=O)C.[Na+].O=[C:16]1[CH2:24][CH2:23][C:22]2[C:18](=[CH:19][N:20]([C:25]([O:27][CH2:28][C:29]3[CH:34]=[CH:33][CH:32]=[CH:31][CH:30]=3)=[O:26])[N:21]=2)[CH2:17]1.[CH:35]1([NH2:38])[CH2:37][CH2:36]1.C(=O)(O)[O-].[Cl:43]CCCl>O.C(O)(=O)C>[ClH:43].[CH:35]1([NH:38][CH:16]2[CH2:24][CH2:23][C:22]3[C:18](=[CH:19][N:20]([C:25]([O:27][CH2:28][C:29]4[CH:34]=[CH:33][CH:32]=[CH:31][CH:30]=4)=[O:26])[N:21]=3)[CH2:17]2)[CH2:37][CH2:36]1 |f:0.1,8.9|. Reported procedure: Sodium triacetoxy borohydride (5.41 g) and acetic acid (2.19 mL) were added to a mixture of a mixture (3.45 g) of benzyl 5-oxo-4,5,6,7-tetrahydro-2H-indazole-2-carboxylate and a regioisomer thereof, cyclopropylamine (0.878 mL), and 1,2-dichloroethane (70 mL) under an argon gas atmosphere, followed by stirring for 18 hours at room temperature. Water was added to the reaction liquid, followed by stirring for 2 hours at room temperature, and then pH thereof was adjusted to 8 by using saturated aque... The reactants are CCOCC, COc1ncc(C#C[Si](C)(C)C)cn1, [F-], [K+], CN(C)C=O, O. Product: C#Cc1cnc(OC)nc1. As a reaction SMILES: [CH3:17][CH2:18][O:19][CH2:20][CH3:21].[CH3:1][O:2][c:3]1[n:4][cH:5][c:6]([C:9]#[C:10][Si:11]([CH3:12])([CH3:13])[CH3:14])[cH:7][n:8]1.[F-:15].[K+:16].[O:22]=[CH:23][N:24]([CH3:25])[CH3:26].[OH2:27]>>[CH3:1][O:2][c:3]1[n:4][cH:5][c:6]([C:9]#[CH:10])[cH:7][n:8]1. The reactants are B, N#CCOc1c(Cl)ccc2c1c1ccccc1n2Cc1ccccc1, C1CCOC1, CSC, CO. Yields the product NCCOc1c(Cl)ccc2c1c1ccccc1n2Cc1ccccc1. As a reaction SMILES: [BH3:29].[CH2:1]([c:2]1[cH:3][cH:4][cH:5][cH:6][cH:7]1)[n:8]1[c:9]2[cH:10][cH:11][cH:12][cH:13][c:14]2[c:15]2[c:16]([O:22][CH2:23][C:24]#[N:25])[c:17]([Cl:21])[cH:18][cH:19][c:20]12.[CH2:32]1[O:33][CH2:34][CH2:35][CH2:36]1.[CH3:26][S:27][CH3:28].[CH3:30][OH:31]>>[CH2:1]([c:2]1[cH:3][cH:4][cH:5][cH:6][cH:7]1)[n:8]1[c:9]2[cH:10][cH:11][cH:12][cH:13][c:14]2[c:15]2[c:16]([O:22][CH2:23][CH2:24][NH2:25])[c:17]([Cl:21])[cH:18][cH:19][c:20]12. Reactants: FC1=CC2=C(C(=NO2)C2CCN(CC2)CCC(=O)OCC)C=C1 (ethyl 3-[4-(6-fluoro-1,2-benzisoxazol-3-yl)-1-piperidinyl]propionate), C(CC)[Mg]Cl (propylmagnesium chloride), C1CCOC1 (THF). Reaction conditions: time 17 hour. The product is hydrochloride salt, Cl.FC1=CC2=C(C(=NO2)C2CCN(CC2)CCC(CCC)(CCC)O)C=C1 (6-Fluoro-3-[1-(3-hydroxy-3-propylhexyl)-4-piperidinyl]-1,2-benzisoxazole hydrochloride). Isolated yield 45.0%. RXN SMILES: [F:1][C:2]1[CH:23]=[CH:22][C:5]2[C:6]([CH:9]3[CH2:14][CH2:13][N:12]([CH2:15][CH2:16][C:17]([O:19]CC)=O)[CH2:11][CH2:10]3)=[N:7][O:8][C:4]=2[CH:3]=1.[CH2:24]([Mg][Cl:28])[CH2:25][CH3:26].[CH2:29]1[CH2:33]OC[CH2:30]1>>[ClH:28].[F:1][C:2]1[CH:23]=[CH:22][C:5]2[C:6]([CH:9]3[CH2:10][CH2:11][N:12]([CH2:15][CH2:16][C:17]([OH:19])([CH2:30][CH2:29][CH3:33])[CH2:24][CH2:25][CH3:26])[CH2:13][CH2:14]3)=[N:7][O:8][C:4]=2[CH:3]=1 |f:3.4|. Procedure details: To a solution of ethyl 3-[4-(6-fluoro-1,2-benzisoxazol-3-yl)-1-piperidinyl]propionate (4.5 g, 14.0 mmol) in THF (120 ml) was added propylmagnesium chloride (21.1 ml, 42.0 mmol, 2.0M in ether) at room temperature under nitrogen (mild exotherm). The reaction mixture was stirred for 17 hours at which time it was carefully quenched with NH4Cl (sat., 30 ml). The layers were separated and the aqueous phase was extracted with EtOAc (2×). The combined organics were washed with brine and dried (Na2SO4). ...